This data is from the Open Reaction Database (ORD), a public repository of structured organic reaction records. The task is: describe an organic reaction: reactants, conditions, products, and yield The reactants are COC1=C(C(=C(C=C1)C)N)N (3-methoxy-6-methyl-benzene-1,2-diamine), COC1=CC2=C(NC(=N2)CCCNC)C=C1OC ([3-(5,6-dimethoxy-1H-benzoimidazol-2-yl)-propyl]-methyl-amine). The product is COC1=CC=C(C2=C1NC(=N2)CCCNC)C ([3-(7-Methoxy-4-methyl-1H-benzoimidazol-2-yl)-propyl]-methyl-amine). As a reaction SMILES: [CH3:1][O:2][C:3]1[CH:8]=[CH:7][C:6]([CH3:9])=[C:5]([NH2:10])[C:4]=1[NH2:11].CO[C:14]1C(OC)=C[C:17]2[NH:18][C:19](CCCNC)=N[C:16]=2[CH:15]=1>>[CH3:1][O:2][C:3]1[C:4]2[NH:11][C:14]([CH2:15][CH2:16][CH2:17][NH:18][CH3:19])=[N:10][C:5]=2[C:6]([CH3:9])=[CH:7][CH:8]=1. Procedure: Prepared from 3-methoxy-6-methyl-benzene-1,2-diamine in analogy to the methods described for [3-(5,6-dimethoxy-1H-benzoimidazol-2-yl)-propyl]-methyl-amine. Reactants: FC=1C=CC(=C2CC[C@H](C12)OC1=CC2=C([C@@H](CO2)CC(=O)OC)C=C1)B1OC(C(O1)(C)C)(C)C (methyl 2-((S)-6-((R)-7-fluoro-4-(4,4,5,5-tetramethyl-1,3,2-dioxaborolan-2-yl)-2,3-dihydro-1H-inden-1-yloxy)-2,3-dihydrobenzofuran-3-yl)acetate), BrC1=C(C=C(O[C@H]2COCC2)C=C1C)C ((R)-3-(4-bromo-3,5-dimethylphenoxy)tetrahydrofuran), Intermediate 1. Yields the product CC1=C(C(=CC(=C1)O[C@H]1COCC1)C)C1=C2CC[C@H](C2=C(C=C1)F)OC1=CC2=C([C@@H](CO2)CC(=O)OC)C=C1 (Methyl 2-((S)-6-((R)-4-(2,6-dimethyl-4-((R)-tetrahydrofuran-3-yloxy)phenyl)-7-fluoro-2,3-dihydro-1H-inden-1-yloxy)-2,3-dihydrobenzofuran-3-yl)acetate). Reaction SMILES: [F:1][C:2]1[CH:3]=[CH:4][C:5](B2OC(C)(C)C(C)(C)O2)=[C:6]2[C:10]=1[C@H:9]([O:11][C:12]1[CH:25]=[CH:24][C:15]3[C@H:16]([CH2:19][C:20]([O:22][CH3:23])=[O:21])[CH2:17][O:18][C:14]=3[CH:13]=1)[CH2:8][CH2:7]2.Br[C:36]1[C:47]([CH3:48])=[CH:46][C:39]([O:40][C@@H:41]2[CH2:45][CH2:44][O:43][CH2:42]2)=[CH:38][C:37]=1[CH3:49]>>[CH3:49][C:37]1[CH:38]=[C:39]([O:40][C@@H:41]2[CH2:45][CH2:44][O:43][CH2:42]2)[CH:46]=[C:47]([CH3:48])[C:36]=1[C:5]1[CH:4]=[CH:3][C:2]([F:1])=[C:10]2[C:6]=1[CH2:7][CH2:8][C@H:9]2[O:11][C:12]1[CH:25]=[CH:24][C:15]2[C@H:16]([CH2:19][C:20]([O:22][CH3:23])=[O:21])[CH2:17][O:18][C:14]=2[CH:13]=1. Reported procedure: The title compound is prepared from methyl 2-((S)-6-((R)-7-fluoro-4-(4,4,5,5-tetramethyl-1,3,2-dioxaborolan-2-yl)-2,3-dihydro-1H-inden-1-yloxy)-2,3-dihydrobenzofuran-3-yl)acetate and (R)-3-(4-bromo-3,5-dimethylphenoxy)tetrahydrofuran following a procedure analogous to that described in Step 5 of Intermediate 1. LC (method 4): tR=1.89 min; Mass spectrum (ESI+): m/z=555 [M+Na]+. Reactants: C(C1CO1)OCCCCCCCCCCCC (dodecyl glycidyl ether), N[C@@H](CCCNC(N)=N)C(=O)O (L-arginine), C(CC)O (propanol), C(C1CO1)OCCCCCCCCCCCC (Dodecyl glycidyl ether), Cl (hydrochloric acid). The solvent is O (water). Reaction conditions: time 30 minute. The product is Cl.OC(CN[C@@H](CCCNC(N)=N)C(=O)O)COCCCCCCCCCCCC (N-(2-hydroxy-3-dodecyloxypropyl)-L-arginine hydrochloride). The yield is 33108.2%. Reaction SMILES: [NH2:1][C@H:2]([C:10]([OH:12])=[O:11])[CH2:3][CH2:4][CH2:5][NH:6][C:7](=[NH:9])[NH2:8].C(O)CC.[CH2:17]([O:21][CH2:22][CH2:23][CH2:24][CH2:25][CH2:26][CH2:27][CH2:28][CH2:29][CH2:30][CH2:31][CH2:32][CH3:33])[CH:18]1[O:20][CH2:19]1.[ClH:34]>O>[ClH:34].[OH:20][CH:18]([CH2:17][O:21][CH2:22][CH2:23][CH2:24][CH2:25][CH2:26][CH2:27][CH2:28][CH2:29][CH2:30][CH2:31][CH2:32][CH3:33])[CH2:19][NH:1][C@H:2]([C:10]([OH:12])=[O:11])[CH2:3][CH2:4][CH2:5][NH:6][C:7](=[NH:8])[NH2:9] |f:5.6|. Procedure details: L-arginine (17.4 g, 0.1 mmols) were dissolved in 100 ml of water in a three-necked round flask, and 100 ml of propanol were added thereto. Dodecyl glycidyl ether [made by Sakamoto Yakuhin Kogyo Co., Ltd., 24.2 g (0.1 mols)] was added thereto dropwise over a period of 30 minutes while being heat-stirred under reflux, and the mixture was stirred as such under reflux, for 3 hours. After it was identified through TLC and gas chromatography that dodecyl glycidyl ether disappeared, the residue was neu... RXN SMILES: [H-].[Na+].[CH2:3]([OH:5])[CH3:4].[CH3:6][C:7]1[C:8]([CH2:16][S:17][C:18]2[NH:19][C:20]3[CH:26]=[C:25]([C:27]([F:30])([F:29])[F:28])[CH:24]=[CH:23][C:21]=3[N:22]=2)=[N:9][CH:10]=[CH:11][C:12]=1[N+]([O-])=O>C(O)(=O)C>[CH2:3]([O:5][C:12]1[CH:11]=[CH:10][N:9]=[C:8]([CH2:16][S:17][C:18]2[NH:19][C:20]3[CH:26]=[C:25]([C:27]([F:28])([F:29])[F:30])[CH:24]=[CH:23][C:21]=3[N:22]=2)[C:7]=1[CH3:6])[CH3:4] |f:0.1|. Yields the product C(C)OC1=C(C(=NC=C1)CSC=1NC2=C(N1)C=CC(=C2)C(F)(F)F)C (2-[[(4-ethoxy-3-methyl-2-pyridyl)methyl]thio]-5-(trifluoromethyl)benzimidazole). The solvent is C(C)(=O)O (acetic acid). Conditions: time 1 hour. The reactants are [H-].[Na+] (sodium hydride), C(C)O (ethanol), CC=1C(=NC=CC1[N+](=O)[O-])CSC=1NC2=C(N1)C=CC(=C2)C(F)(F)F (2-[[(3-methyl-4-nitro-2-pyridyl)methyl]thio]-5-(trifluoromethyl)benzimidazole). Reported procedure: 600 mg of sodium hydride dispersion (55-60% in oil) were dissolved in 50 ml of abs. ethanol under argon. 3.68 g of 2-[[(3-methyl-4-nitro-2-pyridyl)methyl]thio]-5-(trifluoromethyl)benzimidazole were added thereto and the solution was left to stir at 70° for 1 hour. The solution was neutralized with glacial acetic acid and the mixture was then evaporated in a vacuum. The residue was treated with aqueous sodium bicarbonate solution and methylene chloride. The organic phase was separated and the aqu... The reactants are BrC[C@@H]1C[C@@H](OC(O1)(C)C)CC(=O)OC(C)(C)C ((4R-cis)-6-(Bromomethyl)-2,2-dimethyl-1,3-dioxane-4-acetic acid, 1,1-dimethylethyl ester). The reagents and catalysts are C(C)(=O)[O-].C(CCC)[N+](CCCC)(CCCC)CCCC (tetrabutylammonium acetate). Solvent: CN1C(CCC1)=O (1-methyl-2-pyrrolidinone). Conditions: temperature 90 celsius, time 1 hour. Product: C(C)(=O)OC[C@@H]1C[C@@H](OC(O1)(C)C)CC(=O)OC(C)(C)C ((4R-cis)-6-[(Acetyloxy)methyl]-2,2-dimethyl-1,3-dioxane-4-acetic acid, 1,1-dimethylethyl ester). Reaction SMILES: Br[CH2:2][C@H:3]1[O:8][C:7]([CH3:10])([CH3:9])[O:6][C@@H:5]([CH2:11][C:12]([O:14][C:15]([CH3:18])([CH3:17])[CH3:16])=[O:13])[CH2:4]1>C([O-])(=O)C.C([N+](CCCC)(CCCC)CCCC)CCC.CN1CCCC1=O>[C:7]([O:8][CH2:2][C@H:3]1[O:8][C:7]([CH3:10])([CH3:9])[O:6][C@@H:5]([CH2:11][C:12]([O:14][C:15]([CH3:18])([CH3:17])[CH3:16])=[O:13])[CH2:4]1)(=[O:6])[CH3:9] |f:1.2|. Procedure: Solid tetrabutylammonium acetate (62.1 g, 0.207 mole, commercially available reagent was used) was added in one portion to a stirring solution of the bromoacetonide obtained in step (c) above (22.3 g, 0.068 mole) in 1-methyl-2-pyrrolidinone (276 ml, commercially available HPLC grade, used as purchased) under an argon atmosphere. The resulting solution was stirred at 90° C. (external temperature) for 1 hour (after a few minutes the reaction mixture became brown in color) to complete the reaction.... Starting materials: CN1C=NC=C1 (1-methylimidazole), COC1=NC2=CC(=CC=C2C(=N1)C1=C(C=C(C=C1)C(F)(F)F)OC)S(=O)(=O)Cl (2-methoxy-4-(2-methoxy-4-(trifluoromethyl)phenyl)quinazoline-7-sulfonyl chloride), S1C(=NC=C1)N (thiazol-2-amine). Run in CO (MeOH), CC#N (MeCN). Run at time 2 hour. Product: [NH4+].[OH-] (NH4OH), COC1=NC2=CC(=CC=C2C(=N1)C1=C(C=C(C=C1)C(F)(F)F)OC)S(=O)(=O)NC=1SC=CN1 (2-methoxy-4-(2-methoxy-4-(trifluoromethyl)phenyl)-N-(thiazol-2-yl)quinazoline-7-sulfonamide). The yield is 123.3%. As a reaction SMILES: [CH3:1][O:2][C:3]1[N:12]=[C:11]([C:13]2[CH:18]=[CH:17][C:16]([C:19]([F:22])([F:21])[F:20])=[CH:15][C:14]=2[O:23][CH3:24])[C:10]2[C:5](=[CH:6][C:7]([S:25](Cl)(=[O:27])=[O:26])=[CH:8][CH:9]=2)[N:4]=1.[S:29]1[CH:33]=[CH:32][N:31]=[C:30]1[NH2:34].CN1C=CN=C1>CC#N.CO>[NH4+:4].[OH-:2].[CH3:1][O:2][C:3]1[N:12]=[C:11]([C:13]2[CH:18]=[CH:17][C:16]([C:19]([F:22])([F:21])[F:20])=[CH:15][C:14]=2[O:23][CH3:24])[C:10]2[C:5](=[CH:6][C:7]([S:25]([NH:34][C:30]3[S:29][CH:33]=[CH:32][N:31]=3)(=[O:27])=[O:26])=[CH:8][CH:9]=2)[N:4]=1 |f:5.6|. Reported procedure: A solution of 2-methoxy-4-(2-methoxy-4-(trifluoromethyl)phenyl)quinazoline-7-sulfonyl chloride (0.141 g, 0.326 mmol) and thiazol-2-amine (0.163 g, 1.629 mmol) in 5 mL MeCN was flooded with argon, and was treated with 1-methylimidazole (0.026 ml, 0.326 mmol). After stirring for 2 hours, LC/MS showed mostly product, so the reaction mixture was concentrated. Purification of the crude residue by reverse phase column chromatography [Puriflash C18, 30μ, 55 g, 10-100% (0.1% NH4OH in MeOH)/(0.1% NH4OH i... Starting materials: BrC1=C(C=CC=C1)S(=O)(NC(C)(C)C)=NC (2-bromo-N-(1,1-dimethylethyl)-N'-methylbenzenesulfonimidamide), B(F)(F)F.CCOCC (boron trifluoride etherate), FC(S(=O)(=O)O)(F)F (Trifluoromethanesulfonic acid), C([O-])([O-])=O.[K+].[K+] (Potassium carbonate), BrC1=C(C=CC=C1)S(=O)(NC(C)(C)C)=NC (2-Bromo-N-(1,1-dimethylethyl)-N'-methylbenzenesulfonimidamide), C1(=CC=CC=C1)OC (anisole), C(C)(=O)[O-].[Na+] (sodium acetate). Run in FC(C(=O)O)(F)F (trifluoroacetic acid), FC(C(=O)O)(F)F (trifluoroacetic acid), O (water), ClCCl (dichloromethane). Reaction conditions: time 1 hour. The product is BrC1=C(C=CC=C1)S(=O)(N)=NC (2-bromo-N'-methylbenzenesulfonimidamide). As a reaction SMILES: [Br:1][C:2]1[CH:7]=[CH:6][CH:5]=[CH:4][C:3]=1[S:8](=[N:15]C)([NH:10][C:11](C)(C)C)=[O:9].B(F)(F)F.CCOCC.C1(OC)C=CC=CC=1.FC(F)(F)S(O)(=O)=O.C([O-])(=O)C.[Na+].C(=O)([O-])[O-].[K+].[K+]>FC(F)(F)C(O)=O.ClCCl.O>[Br:1][C:2]1[CH:7]=[CH:6][CH:5]=[CH:4][C:3]=1[S:8](=[N:10][CH3:11])([NH2:15])=[O:9] |f:1.2,5.6,7.8.9|. Procedure details: Cleavage of the tert-butyl group from 2-bromo-N-(1,1-dimethylethyl)-N'-methylbenzenesulfonimidamide by use of trifluoroacetic acid with or without added boron trifluoride etherate was found to be slow at room temperature. 2-Bromo-N-(1,1-dimethylethyl)-N'-methylbenzenesulfonimidamide (0.9 g, 2.9 mmol) recovered from these cleavage experiments and anisole (0.6 g, 5.5 mmol) were dissolved in trifluoroacetic acid (25 mL). Trifluoromethanesulfonic acid (ca. 9 g, 60 mmol) was added and the reaction mi... Starting materials: CCNc1ccc(C(O[Si](CC)(CC)CC)(C(F)(F)F)C(F)(F)F)cc1, CCOCC, CC#N, [Cl-], [NH4+], c1ccc(C2CO2)cc1. The product is CCN(c1ccc(C(O[Si](CC)(CC)CC)(C(F)(F)F)C(F)(F)F)cc1)C(CO)c1ccccc1. Reaction SMILES: [CH2:1]([CH3:2])[NH:3][c:4]1[cH:5][cH:6][c:7]([C:10]([C:11]([F:12])([F:13])[F:14])([C:15]([F:16])([F:17])[F:18])[O:19][Si:20]([CH2:21][CH3:22])([CH2:23][CH3:24])[CH2:25][CH3:26])[cH:8][cH:9]1.[CH3:38][CH2:39][O:40][CH2:41][CH3:42].[CH3:43][C:44]#[N:45].[Cl-:36].[NH4+:37].[c:27]1([CH:33]2[O:34][CH2:35]2)[cH:28][cH:29][cH:30][cH:31][cH:32]1>>[CH2:1]([CH3:2])[N:3]([c:4]1[cH:5][cH:6][c:7]([C:10]([C:11]([F:12])([F:13])[F:14])([C:15]([F:16])([F:17])[F:18])[O:19][Si:20]([CH2:21][CH3:22])([CH2:23][CH3:24])[CH2:25][CH3:26])[cH:8][cH:9]1)[CH:33]([c:27]1[cH:28][cH:29][cH:30][cH:31][cH:32]1)[CH2:35][OH:34]. Starting materials: CO (Methanol), [Mn](=O)(=O)(=O)[O-].[K+] (potassium permanganate), [Mn](=O)(=O)(=O)[O-].[K+] (potassium permanganate), C(C)[C@@H]1CC=CC[C@@H]1C(=O)OC ((1S, 6R)-6-ethyl-1-methoxycarbonylcyclohex-3-ene). Run in O (water). Conditions: time 4 hour. Yields the product COC(=O)[C@H]1CC(C[C@H]1CC)=O ((3S, 4R)-3-methoxycarbonyl-4-ethylcyclopentanone). RXN SMILES: [Mn]([O-])(=O)(=O)=O.[K+].[CH2:7]([C@H:9]1[C@@H:14]([C:15]([O:17][CH3:18])=[O:16])[CH2:13][CH:12]=[CH:11][CH2:10]1)C.C[OH:20]>O>[CH3:18][O:17][C:15]([C@@H:14]1[C@H:10]([CH2:9][CH3:7])[CH2:11][C:12](=[O:20])[CH2:13]1)=[O:16] |f:0.1|. Procedure: 24 g of potassium permanganate is dissolved in 15 ml of water, and 8.08 g of (1S, 6R)-6-ethyl-1-methoxycarbonylcyclohex-3-ene was added to the solution over a period of 20 minutes. The mixture was stirred for 4 hours at room temperature, and then 6 g of potassium permanganate was further added, followed by 1 hour of stirring. Methanol was added to the mixture, and the insoluble material was filtered off. Concentrated hydrochloric acid was added to the filtrate such as to adjust the pH thereof at...